Dataset: the Open Reaction Database (ORD), a public repository of structured organic reaction records. Task: describe an organic reaction: reactants, conditions, products, and yield The reactants are BrC=1C=C2C=C[N+](=CC2=CC1Cl)[O-] (6-Bromo-7-chloro-isoquinoline 2-oxide), BrC=1C=C2C=CN=C(C2=CC1)Cl (6-Bromo-1-chloro-isoquinoline). Yields the product BrC=1C=C2C=CN=C(C2=CC1Cl)Cl (6-Bromo-1,7-dichloro-isoquinoline). Reaction SMILES: [Br:1][C:2]1[CH:3]=[C:4]2[C:9](=[CH:10][C:11]=1[Cl:12])[CH:8]=[N+:7]([O-])[CH:6]=[CH:5]2.BrC1C=C2C(=CC=1)C([Cl:25])=NC=C2>>[Br:1][C:2]1[CH:3]=[C:4]2[C:9](=[CH:10][C:11]=1[Cl:12])[C:8]([Cl:25])=[N:7][CH:6]=[CH:5]2. Procedure: Starting with 6-Bromo-7-chloro-isoquinoline 2-oxide (10), the desired 6-Bromo-1,7-dichloro-isoquinoline was prepared by the method, described for 6-Bromo-1-chloro-isoquinoline (5). Rt=1.85 min (Method C). Detected mass: 276.1/278.2 (M+H+). Reactants: ClC1=NC=C(C(=N1)NC1=CC=C(C=C1)OCC#C)F (2-Chloro-5-fluoro-N4-[4-(prop-2-ynyloxy)phenyl]-4-pyrimidineamine), CC(C)O (iPrOH), NS(=O)(=O)C=1C=C(N)C=CC1C (3-(aminosulfonyl)-4-methylaniline), FC(C(=O)O)(F)F (trifluoroacetic acid). Solvent: Cl (HCl). Reaction conditions: temperature 100 celsius. The product is NS(=O)(=O)C=1C=C(C=CC1C)NC1=NC=C(C(=N1)NC1=CC=C(C=C1)OCC#C)F (N2-(3-Aminosulfonyl-4-methylphenyl)-5-fluoro-N4-[4-(prop-2-ynyloxy)phenyl]-2,4-pyrimidinediamine). As a reaction SMILES: Cl[C:2]1[N:7]=[C:6]([NH:8][C:9]2[CH:14]=[CH:13][C:12]([O:15][CH2:16][C:17]#[CH:18])=[CH:11][CH:10]=2)[C:5]([F:19])=[CH:4][N:3]=1.[NH2:20][S:21]([C:24]1[CH:25]=[C:26]([CH:28]=[CH:29][C:30]=1[CH3:31])[NH2:27])(=[O:23])=[O:22].FC(F)(F)C(O)=O.CC(O)C>Cl>[NH2:20][S:21]([C:24]1[CH:25]=[C:26]([NH:27][C:2]2[N:7]=[C:6]([NH:8][C:9]3[CH:14]=[CH:13][C:12]([O:15][CH2:16][C:17]#[CH:18])=[CH:11][CH:10]=3)[C:5]([F:19])=[CH:4][N:3]=2)[CH:28]=[CH:29][C:30]=1[CH3:31])(=[O:22])=[O:23]. Reported procedure: 2-Chloro-5-fluoro-N4-[4-(prop-2-ynyloxy)phenyl]-4-pyrimidineamine (0.514 g, 1.85 mmol), 3-(aminosulfonyl)-4-methylaniline (0.689 g, 3.70 mmol), and trifluoroacetic acid (0.186 mL, 2.41 mmol) were combined with iPrOH (6.0 mL) in a sealed vial and heated at 100° C. for 3 h. The reaction mixture was cooled to room temperature and diluted with 1N HCl (80 mL). N2-(3-Aminosulfonyl-4-methylphenyl)-5-fluoro-N4-[4-(prop-2-ynyloxy)phenyl]-2,4-pyrimidinediamine VI-53) was isolated as a white solid by sucti... As a reaction SMILES: [CH3:1][C:2]1[CH:3]=[C:4]([CH:9]=[C:10]([CH3:13])[C:11]=1[OH:12])[C:5]([O:7][CH3:8])=[O:6].Cl.[C:15]([C:19]1[CH:20]=[C:21]([CH:25]=[C:26]([C:29]([CH3:32])([CH3:31])[CH3:30])[C:27]=1[OH:28])[C:22](Cl)=[O:23])([CH3:18])([CH3:17])[CH3:16]>C1(C)C=CC=CC=1>[CH3:8][O:7][C:5](=[O:6])[C:4]1[CH:9]=[C:10]([CH3:13])[C:11]([O:12][C:22](=[O:23])[C:21]2[CH:25]=[C:26]([C:29]([CH3:30])([CH3:31])[CH3:32])[C:27]([OH:28])=[C:19]([C:15]([CH3:18])([CH3:17])[CH3:16])[CH:20]=2)=[C:2]([CH3:1])[CH:3]=1. Product: COC(C1=CC(=C(C(=C1)C)OC(C1=CC(=C(C(=C1)C(C)(C)C)O)C(C)(C)C)=O)C)=O (Methyl-4-(3,5-di-tert.butyl-4-hydroxybenzoyloxy)-3,5-dimethylbenzoate), crystals. The solvent is C1(=CC=CC=C1)C (toluene). Conditions: time 2 hour. Reported procedure: 5.4 grams of methyl 3,5-dimethyl-4-hydroxybenzoate (0.03 moles) is dissolved in 30.8 ml of a 0.99 molar toluene solution of 3,5-di-tert.butyl-4-hydroxybenzoyl chloride and heated at reflux (119° C.) for 2 and 1/2 hours the evolved hydrogen chloride being swept out of the reaction by a stream of nitrogen. After this period, sufficient toluene (ca 5 to 10 ml) is removed so as to raise the reaction temperature to 128° to 132° C. and heating continued under a nitrogen atmosphere for an additional 2 ... Reactants: CC=1C=C(C(=O)OC)C=C(C1O)C (methyl 3,5-dimethyl-4-hydroxybenzoate), C(C)(C)(C)C=1C=C(C(=O)Cl)C=C(C1O)C(C)(C)C (3,5-di-tert.butyl-4-hydroxybenzoyl chloride), Cl (hydrogen chloride). The reactants are C1CCOC1, C[O-], CCOC=O, [Na+], CC(C)(C)OC(=O)N1CCC2(CC1)CC(=O)c1ncccc1O2, O. Yields the product CC(C)(C)OC(=O)N1CCC2(CC1)Oc1cccnc1C(=O)C2=CO. RXN SMILES: [CH2:33]1[O:34][CH2:35][CH2:36][CH2:37]1.[CH3:1][O-:2].[CH:27](=[O:28])[O:29][CH2:30][CH3:31].[Na+:3].[O:4]=[C:5]1[CH2:6][C:7]2([CH2:8][CH2:9][N:10]([C:13](=[O:14])[O:15][C:16]([CH3:17])([CH3:18])[CH3:19])[CH2:11][CH2:12]2)[O:20][c:21]2[c:22]1[n:23][cH:24][cH:25][cH:26]2.[OH2:32]>>[O:4]=[C:5]1[C:6](=[CH:27][OH:28])[C:7]2([CH2:8][CH2:9][N:10]([C:13](=[O:14])[O:15][C:16]([CH3:17])([CH3:18])[CH3:19])[CH2:11][CH2:12]2)[O:20][c:21]2[c:22]1[n:23][cH:24][cH:25][cH:26]2. Reactants: CN(C)CCOCCN(C)C (Dimethylaminoethyl ether), Cl (HCl). Run in CO (methanol), O1CCOCC1 (dioxane). Run at time 1 hour. Product: Cl.Cl.CN(C)CCOCCN(C)C (Dimethylaminoethyl ether dihydrochloride). As a reaction SMILES: [CH3:1][N:2]([CH2:4][CH2:5][O:6][CH2:7][CH2:8][N:9]([CH3:11])[CH3:10])[CH3:3].[ClH:12]>CO.O1CCOCC1>[ClH:12].[ClH:12].[CH3:11][N:9]([CH2:8][CH2:7][O:6][CH2:5][CH2:4][N:2]([CH3:3])[CH3:1])[CH3:10] |f:4.5.6|. Procedure details: To a round bottom flask, 380 mg (0.957 mmol) of 3 was dissolved in 3 mL of methanol. To this solution 3 mL of 4 N HCl in dioxane was added slowly, stirred at room temperature for 1 h and concentrated to afford a quantitative amount (354 mg) of 4. Reactants: C(C)(=O)OCC (ethyl acetate), CN1N=CC(=C1NC(C1=CC=CC=C1)(C1=CC=CC=C1)C1=CC=CC=C1)NC(OC1=CC=CC=C1)=O (phenyl [1-methyl-5-(tritylamino)pyrazol-4-yl]carbamate), C(C1=CC=CC=C1)(C1=CC=CC=C1)(C1=CC=CC=C1)NCCNCCNC(OC(C)(C)C)=O (tert-butyl 2-{[2-(tritylamino)ethyl]amino}ethylcarbamate), C(C)N(C(C)C)C(C)C (N-ethyldiisopropylamine). The solvent is C(Cl)(Cl)Cl (chloroform). Yields the product CN1N=CC(=C1NC(C1=CC=CC=C1)(C1=CC=CC=C1)C1=CC=CC=C1)NC(=O)N(CCNC(C1=CC=CC=C1)(C1=CC=CC=C1)C1=CC=CC=C1)CCNC(OC(C)(C)C)=O (tert-butyl (2-{N-({[1-methyl-5-(tritylamino)pyrazol-4-yl]amino}carbonyl)-N-[2-(tritylamino)ethyl]amino}ethyl)carbamate). Isolated yield 92.9%. Reaction SMILES: [CH3:1][N:2]1[C:6]([NH:7][C:8]([C:21]2[CH:26]=[CH:25][CH:24]=[CH:23][CH:22]=2)([C:15]2[CH:20]=[CH:19][CH:18]=[CH:17][CH:16]=2)[C:9]2[CH:14]=[CH:13][CH:12]=[CH:11][CH:10]=2)=[C:5]([NH:27][C:28](=O)[O:29]C2C=CC=CC=2)[CH:4]=[N:3]1.[C:37]([NH:56][CH2:57][CH2:58][NH:59][CH2:60][CH2:61][NH:62][C:63](=[O:69])[O:64][C:65]([CH3:68])([CH3:67])[CH3:66])([C:50]1[CH:55]=[CH:54][CH:53]=[CH:52][CH:51]=1)([C:44]1[CH:49]=[CH:48][CH:47]=[CH:46][CH:45]=1)[C:38]1[CH:43]=[CH:42][CH:41]=[CH:40][CH:39]=1.C(N(C(C)C)C(C)C)C.C(OCC)(=O)C>C(Cl)(Cl)Cl>[CH3:1][N:2]1[C:6]([NH:7][C:8]([C:15]2[CH:16]=[CH:17][CH:18]=[CH:19][CH:20]=2)([C:21]2[CH:26]=[CH:25][CH:24]=[CH:23][CH:22]=2)[C:9]2[CH:10]=[CH:11][CH:12]=[CH:13][CH:14]=2)=[C:5]([NH:27][C:28]([N:59]([CH2:60][CH2:61][NH:62][C:63](=[O:69])[O:64][C:65]([CH3:66])([CH3:68])[CH3:67])[CH2:58][CH2:57][NH:56][C:37]([C:44]2[CH:49]=[CH:48][CH:47]=[CH:46][CH:45]=2)([C:50]2[CH:51]=[CH:52][CH:53]=[CH:54][CH:55]=2)[C:38]2[CH:43]=[CH:42][CH:41]=[CH:40][CH:39]=2)=[O:29])[CH:4]=[N:3]1. Procedure details: To a suspension of phenyl [1-methyl-5-(tritylamino)pyrazol-4-yl]carbamate (712 mg) and tert-butyl 2-{[2-(tritylamino)ethyl]amino}ethylcarbamate (668 mg) in dehydrated chloroform (4 ml) was added N-ethyldiisopropylamine (0.257 ml), and the mixture was stirred under reflux for 16 hours. To the reaction mixture was added ethyl acetate, and the solution was washed successively with water, 5% aqueous citric acid solution, 1M aqueous sodium hydroxide solution and brine. The organic layer was dried ove... Starting materials: C=CCCCC (1-hexene), CCCC\C=C/CCCC ((Z)-5-decene). Product: CCCCC=CCCCC (5-decene). Reported procedure: After the reaction was cooled to room temperature, the mixture was filtered through a 100 mL silica gel plug with hexanes to remove the metal complex. The filtrate was dried via rotavap to remove the solvent and also the substrate, 1-hexene, affording the product as colorless liquid. The scale of a typical reaction was 5 mL of the substrate, 1-hexene. (Z)-5-decene: 1H NMR (500 MHz, CDCl3) δ 5.38 (m, 2, CH), 2.06 (m, 4, CH2), 1.35 (m, 8, CH2), 0.93 (m, 6, CH3); 13C NMR (125 MHz, CDCl3) δ 130.06, ... As a reaction SMILES: C=CCCCC.[CH3:7][CH2:8][CH2:9][CH2:10]/[CH:11]=[CH:12]\[CH2:13][CH2:14][CH2:15][CH3:16]>>[CH3:7][CH2:8][CH2:9][CH2:10][CH:11]=[CH:12][CH2:13][CH2:14][CH2:15][CH3:16]. Starting materials: C(C1=CC=CC=C1)C(CNCC1=CC(=CC(=C1)N(S(=O)(=O)C)C)C(=O)N[C@H](C)C1=CC=C(C=C1)F)(CO)NC(OC(C)(C)C)=O (tert-butyl 1-benzyl-2-({3-({[(1R)-1-(4-fluorophenyl)ethyl]amino}carbonyl)-5-[methyl(methylsulfonyl)amino]benzyl}amino)-1-(hydroxymethyl)ethylcarbamate), C(=O)(C(F)(F)F)O (TFA). The solvent is C(Cl)(Cl)Cl (CHCl3). Product: NC(CNCC=1C=C(C(=O)N[C@H](C)C2=CC=C(C=C2)F)C=C(C1)N(S(=O)(=O)C)C)(CO)CC1=CC=CC=C1 (3-{[(2-amino-2-benzyl-3-hydroxypropyl)amino]methyl}-N-[(1R)-1-(4-fluorophenyl)ethyl]-5-[methyl(methylsulfonyl)amino]benzamide), C(=O)(C(F)(F)F)O (TFA). RXN SMILES: [CH2:1]([C:8]([NH:38]C(=O)OC(C)(C)C)([CH2:36][OH:37])[CH2:9][NH:10][CH2:11][C:12]1[CH:17]=[C:16]([N:18]([CH3:23])[S:19]([CH3:22])(=[O:21])=[O:20])[CH:15]=[C:14]([C:24]([NH:26][C@@H:27]([C:29]2[CH:34]=[CH:33][C:32]([F:35])=[CH:31][CH:30]=2)[CH3:28])=[O:25])[CH:13]=1)[C:2]1[CH:7]=[CH:6][CH:5]=[CH:4][CH:3]=1.[C:46]([OH:52])([C:48]([F:51])([F:50])[F:49])=[O:47]>C(Cl)(Cl)Cl>[NH2:38][C:8]([CH2:1][C:2]1[CH:3]=[CH:4][CH:5]=[CH:6][CH:7]=1)([CH2:36][OH:37])[CH2:9][NH:10][CH2:11][C:12]1[CH:13]=[C:14]([CH:15]=[C:16]([N:18]([CH3:23])[S:19]([CH3:22])(=[O:20])=[O:21])[CH:17]=1)[C:24]([NH:26][C@@H:27]([C:29]1[CH:30]=[CH:31][C:32]([F:35])=[CH:33][CH:34]=1)[CH3:28])=[O:25].[C:46]([OH:52])([C:48]([F:51])([F:50])[F:49])=[O:47]. Reported procedure: Treatment of Boc derivative from step B with 50% TFA in CHCl3 for 30 min, followed by concentration under a stream of nitrogen, and purification by preparative HPLC (5% to 95% CH3CN in water containing 0.1% TFA, C18 PRO YMC 20×150 mm) afforded 3-{[(2-amino-2-benzyl-3-hydroxypropyl)amino]methyl}-N-[(1R)-1-(4-fluorophenyl)ethyl]-5-[methyl(methylsulfonyl)amino]benzamide as a bis TFA salt. 1H NMR (400 MHz, d4-MeOH) δ 8.85 (d, J=7.9 Hz, 1H), 7.84 (s, 2H), 7.67 (s, 1H), 7.46-7.38 (m, 2H), 7.36-7.25 (m...